This data is from the Open Reaction Database (ORD), a public repository of structured organic reaction records. The task is: describe an organic reaction: reactants, conditions, products, and yield Yields the product COC1=CC=C(CN2C(C3=CN=CC=C3CC2)=O)C=C1 (2-(4-methoxy-benzyl)-3,4-dihydro-2H-[2,7]naphtyridine-1-on). Reactants: OCCC1=CC=NC=C1C(=O)NCC1=CC=C(C=C1)OC (4-(2-hydroxy-ethyl)-N-(4-methoxy-benzyl)-nicotinamide), C1(=CC=CC=C1)P(C1=CC=CC=C1)C1=CC=CC=C1 (triphenylphosphine), N(=NC(=O)OCC)C(=O)OCC (diethyl azocarboxylate). The yield is 91.2%. RXN SMILES: O[CH2:2][CH2:3][C:4]1[C:9]([C:10]([NH:12][CH2:13][C:14]2[CH:19]=[CH:18][C:17]([O:20][CH3:21])=[CH:16][CH:15]=2)=[O:11])=[CH:8][N:7]=[CH:6][CH:5]=1.C1(P(C2C=CC=CC=2)C2C=CC=CC=2)C=CC=CC=1.N(C(OCC)=O)=NC(OCC)=O>C1COCC1>[CH3:21][O:20][C:17]1[CH:18]=[CH:19][C:14]([CH2:13][N:12]2[CH2:2][CH2:3][C:4]3[C:9](=[CH:8][N:7]=[CH:6][CH:5]=3)[C:10]2=[O:11])=[CH:15][CH:16]=1. Run at temperature 0 celsius. Solvent: C1CCOC1 (THF). Procedure: 4-(2-hydroxy-ethyl)-N-(4-methoxy-benzyl)-nicotinamide (2.2 g, 7.683 mmol) and triphenylphosphine (4.03 g, 15.37 mmol) were dissolved in 50 mL of anhydrous THF. The mixture, while being stirred at 0° C. under the nitrogen atmosphere, dropwisely added with diethyl azocarboxylate (1.4 mL, 9.220 mmol) and stirred for about 1 hour at room temperature. The mixture was then concentrated under reduced pressure and a silica gel column chromatography (3% MeOH/MC) was performed on the resulting residue and... The reactants are COC=1C=C2C(CC(NC2=CC1OC)C)=O (6,7-Dimethoxy-2-methyl-4-oxo-1,2,3,4-tetrahydroquinoline), C(Cl)Cl (methylene chloride), ClC(=O)OCC (ethyl chloroformate), C([O-])([O-])=O.[K+].[K+] (potassium carbonate), C([O-])([O-])=O.[K+].[K+] (potassium carbonate), C(Cl)Cl (methylene chloride), ClC(=O)OCC (ethyl chloroformate). Run in CCCCCC (hexane), C(C)(=O)OCC (ethyl acetate). Run at time 72 hour. The product is COC=1C=C2C(CC(N(C2=CC1OC)C(=O)OCC)C)=O (Racemic Ethyl 6,7-Dimethoxy-2-methyl-4-oxo-1,2,3,4-tetrahydroquinoline-1-carboxylate). RXN SMILES: [CH3:1][O:2][C:3]1[CH:4]=[C:5]2[C:10](=[CH:11][C:12]=1[O:13][CH3:14])[NH:9][CH:8]([CH3:15])[CH2:7][C:6]2=[O:16].C(=O)([O-])[O-].[K+].[K+].C(Cl)Cl.Cl[C:27]([O:29][CH2:30][CH3:31])=[O:28]>CCCCCC.C(OCC)(=O)C>[CH3:1][O:2][C:3]1[CH:4]=[C:5]2[C:10](=[CH:11][C:12]=1[O:13][CH3:14])[N:9]([C:27]([O:29][CH2:30][CH3:31])=[O:28])[CH:8]([CH3:15])[CH2:7][C:6]2=[O:16] |f:1.2.3|. Procedure details: A mixture of 15 g. of the quinoline product of Example 4, 95 g. of potassium carbonate, and 225 ml. of methylene chloride was stirred for 1 hr., then 14.7 g. of ethyl chloroformate in 20 ml. of methylene chloride was added dropwise and the suspension was allowed to stir for 72 hrs. at room temperature. Additional 7.3 g. portions of ethyl chloroformate were added after 24 and 48 hrs. and 47 g. of potassium carbonate was added after 48 hrs. The reaction mixture was quenched with water and extracte... The reactants are OC(C)(C)C=1C=CC(=NC1)NNC(NC1=CC=C(C=C1)[N+](=O)[O-])=S (2-(5-(2-hydroxypropan-2-yl)pyridin-2-yl)-N-(4-nitrophenyl)hydrazinecarbothioamide). Run in COCCOC (DME). The product is SC1=NN=C2N1C=C(C=C2)C(C)(C)O (2-(3-mercapto-[1,2,4]triazolo[4,3-a]pyridin-6-yl)propan-2-ol). RXN SMILES: [OH:1][C:2]([C:5]1[CH:6]=[CH:7][C:8]([NH:11][NH:12][C:13](=[S:24])NC2C=CC([N+]([O-])=O)=CC=2)=[N:9][CH:10]=1)([CH3:4])[CH3:3]>COCCOC>[SH:24][C:13]1[N:9]2[CH:10]=[C:5]([C:2]([OH:1])([CH3:3])[CH3:4])[CH:6]=[CH:7][C:8]2=[N:11][N:12]=1. Procedure details: A mixture of 2-(6-hydrazinylpyridin-3-yl)propan-2-ol (250 mg, 1.495 mmol) and 1-isothiocyanato-4-nitrobenzene (269 mg, 1.495 mmol) in ACN (Volume: 2.0 mL) was stirred at room temperature for 1 hr. The reaction was diluted with Et2O (Volume: 5.0 mL), and the resulting solid was filtered. Minimal product was present in the solid. On standing for 1 hr, the filtrate had formed a precipitate. This was filtered to provide 2-(5-(2-hydroxypropan-2-yl)pyridin-2-yl)-N-(4-nitrophenyl)hydrazinecarbothioamid... The reactants are N(=O)[O-].[Na+] (sodium nitrite), FC(C(=O)OC(C(F)(F)F)=O)(F)F (Trifluoroacetic anhydride), Cl (hydrochloric acid), C[C@H]1C[C@@H](NCC1)C(=O)O ((2R,4R)-4-methyl-2-piperidinecarboxylic acid). The solvent is O (water), CCOCC (ether), O (water). Reaction conditions: temperature -5 celsius, time 2 hour. Yields the product C[C@H]1CC=2[N+](CC1)=NOC2[O-] ((5R)-5-Methyl-4,5,6,7-tetrahydro[1,2,3]oxadiazolo[3,4-a]pyridin-8-ium-3-olate). Reaction SMILES: Cl.[CH3:2][C@@H:3]1[CH2:8][CH2:7][NH:6][C@@H:5]([C:9]([OH:11])=[O:10])[CH2:4]1.[N:12]([O-])=O.[Na+].FC(F)(F)C(OC(=O)C(F)(F)F)=O>O.CCOCC>[CH3:2][C@@H:3]1[CH2:8][CH2:7][N+:6]2=[N:12][O:10][C:9]([O-:11])=[C:5]2[CH2:4]1 |f:2.3|. Reported procedure: Concentrated hydrochloric acid (6.0 ml) was added to a suspension of (2R,4R)-4-methyl-2-piperidinecarboxylic acid (Biochem. Biophys. Res. Commun. 1981; 101(2); 440) (10 g, 7.03 mmol), in water (30 ml) and this solution cooled to −5° C. A solution of sodium nitrite (5.3 g, 7.7 mmol), in water (20 ml) was then added, and this solution stirred at room temperature for 2 hours. The mixture was extracted with dichloromethane, twice, and the combined organic extracts were dried (MgSO4) and evaporated u... Starting materials: C1C=2N(CCN1)C1=C(N2)C=C(C=C1)C(=O)O (1,2,3,4-tetrahydrobenzo[4,5]imidazo[1,2-a]pyrazine-8-carboxylic acid), C(C)O (ethanol), S(O)(O)(=O)=O (sulfuric acid). The product is C1C=2N(CCN1)C1=C(N2)C=C(C=C1)C(=O)OCC (Ethyl 1,2,3,4-tetrahydrobenzo[4,5]imidazo[1,2-a]pyrazine-8-carboxylate). Yield: 84.0%. As a reaction SMILES: [CH2:1]1[NH:6][CH2:5][CH2:4][N:3]2[C:7]3[CH:13]=[CH:12][C:11]([C:14]([OH:16])=[O:15])=[CH:10][C:8]=3[N:9]=[C:2]12.S(=O)(=O)(O)O.[CH2:22](O)[CH3:23]>>[CH2:1]1[NH:6][CH2:5][CH2:4][N:3]2[C:7]3[CH:13]=[CH:12][C:11]([C:14]([O:16][CH2:22][CH3:23])=[O:15])=[CH:10][C:8]=3[N:9]=[C:2]12. Reported procedure: In ethanol (200 ml), 1,2,3,4-tetrahydrobenzo[4,5]imidazo[1,2-a]pyrazine-8-carboxylic acid (2.94 g, 13.53 mmol) prepared in the Step 38-1-4 was suspended. Concentrated sulfuric acid (10 ml) was added thereto, and the mixture was heated under reflux for 72 hours. After being allowed to cool, the mixture was concentrated under a reduced pressure. The concentrate was neutralized with a saturated sodium bicarbonate solution and 25% ammonia water and then subjected to extraction with chloroform. The e... Reactants: FC(F)(F)SC1=C(COC2=CC=C(C=C2)C2=NOC(=C2)C(=O)N)C=CC=C1 (3-[4-(2-trifluoromethylsulfanyl-benzyloxy)-phenyl]-isoxazole-5-carboxylic acid amide), C1=CC(=CC(=C1)Cl)C(=O)OO (MCPBA). Solvent: C(Cl)Cl (CH2Cl2). Conditions: temperature 0 celsius, time 1 hour. Product: FC(S(=O)C1=C(COC2=CC=C(C=C2)C2=NOC(=C2)C(=O)N)C=CC=C1)(F)F (3-[4-(2-trifluoromethanesulfinyl-benzyloxy)-phenyl]-isoxazole-5-carboxylic acid amide). Isolated yield 25.8%. As a reaction SMILES: [F:1][C:2]([S:5][C:6]1[CH:27]=[CH:26][CH:25]=[CH:24][C:7]=1[CH2:8][O:9][C:10]1[CH:15]=[CH:14][C:13]([C:16]2[CH:20]=[C:19]([C:21]([NH2:23])=[O:22])[O:18][N:17]=2)=[CH:12][CH:11]=1)([F:4])[F:3].C1C=C(Cl)C=C(C(OO)=[O:36])C=1>C(Cl)Cl>[F:4][C:2]([F:1])([F:3])[S:5]([C:6]1[CH:27]=[CH:26][CH:25]=[CH:24][C:7]=1[CH2:8][O:9][C:10]1[CH:15]=[CH:14][C:13]([C:16]2[CH:20]=[C:19]([C:21]([NH2:23])=[O:22])[O:18][N:17]=2)=[CH:12][CH:11]=1)=[O:36]. Reported procedure: A suspension of 3-[4-(2-trifluoromethylsulfanyl-benzyloxy)-phenyl]-isoxazole-5-carboxylic acid amide (which may be prepared as described in Example 1; 60 mg, 0.153 mmol) in CH2Cl2 (8 mL) was cooled to 0° C. in an ice-water bath. MCPBA (130 mg, 5 equivalents) was added and the mixture was stirred at 0° C. for 1 h and then at room temperature overnight. The reaction mixture was washed with 10% aqueous Na2SO3 and saturated aqueous NaHCO3, dried (Na2SO4), filtered, evaporated and purified by chromat...